Dataset: the Open Reaction Database (ORD), a public repository of structured organic reaction records. Task: describe an organic reaction: reactants, conditions, products, and yield Reactants: CCN(C(=O)c1ccccc1)C(OC)C(C)(C)C, C1CCOC1, C1CCCCC1, CN(C)CCN(C)C, C[Si](C)(C)Cl, [Li]C(C)CC. Product: CCN(C(=O)c1ccccc1[Si](C)(C)C)C(OC)C(C)(C)C. Reaction SMILES: [CH2:12]([CH3:13])[N:14]([C:15]([c:16]1[cH:17][cH:18][cH:19][cH:20][cH:21]1)=[O:22])[CH:23]([C:24]([CH3:25])([CH3:26])[CH3:27])[O:28][CH3:29].[CH2:43]1[O:44][CH2:45][CH2:46][CH2:47]1.[CH2:6]1[CH2:7][CH2:8][CH2:9][CH2:10][CH2:11]1.[CH3:30][N:31]([CH3:32])[CH2:33][CH2:34][N:35]([CH3:36])[CH3:37].[CH3:38][Si:39]([CH3:40])([CH3:41])[Cl:42].[CH:1]([Li:2])([CH2:3][CH3:4])[CH3:5]>>[CH2:12]([CH3:13])[N:14]([C:15]([c:16]1[cH:17][cH:18][cH:19][cH:20][c:21]1[Si:39]([CH3:38])([CH3:40])[CH3:41])=[O:22])[CH:23]([C:24]([CH3:25])([CH3:26])[CH3:27])[O:28][CH3:29]. The reactants are FC1=C(C=C(C=C1)OC1=C(C(=CC(=C1)F)NC1=C(C=C(C=C1)I)F)[N+](=O)[O-])NS(N)(=O)=O (N-(2-fluoro-5-{5-fluoro-3-[(2-fluoro-4-iodophenyl)amino]-2-nitrophenoxy}phenyl)sulfuric diamide), S(=O)([O-])S(=O)[O-].[Na+].[Na+] (sodium dithionite). Solvent: C1CCOC1 (THF), O (water). Reaction conditions: temperature 50 celsius, time 5 hour. Product: NC1=C(OC=2C=CC(=C(C2)NS(N)(=O)=O)F)C=C(C=C1NC1=C(C=C(C=C1)I)F)F (N-(5-{2-amino-5-fluoro-3-[(2-fluoro-4-iodophenyl)amino]phenoxy}-2-fluorophenyl)sulfuric diamide). The yield is 96.7%. As a reaction SMILES: [F:1][C:2]1[CH:7]=[CH:6][C:5]([O:8][C:9]2[CH:14]=[C:13]([F:15])[CH:12]=[C:11]([NH:16][C:17]3[CH:22]=[CH:21][C:20]([I:23])=[CH:19][C:18]=3[F:24])[C:10]=2[N+:25]([O-])=O)=[CH:4][C:3]=1[NH:28][S:29](=[O:32])(=[O:31])[NH2:30].S(S([O-])=O)([O-])=O.[Na+].[Na+]>C1COCC1.O>[NH2:25][C:10]1[C:11]([NH:16][C:17]2[CH:22]=[CH:21][C:20]([I:23])=[CH:19][C:18]=2[F:24])=[CH:12][C:13]([F:15])=[CH:14][C:9]=1[O:8][C:5]1[CH:6]=[CH:7][C:2]([F:1])=[C:3]([NH:28][S:29](=[O:31])(=[O:32])[NH2:30])[CH:4]=1 |f:1.2.3|. Procedure details: 597 mg crude N-(2-fluoro-5-{5-fluoro-3-[(2-fluoro-4-iodophenyl)amino]-2-nitrophenoxy}phenyl)sulfuric diamide (1.028 mmol, 1 eq.) were dissolved in 20 mL THF, warmed to 50° C., treated with a solution of 3.044 g sodium dithionite (17.484 mmol, 17 eq.) in 16 ml of water dropwise over a period of 30 minutes. The resulting mixture was stirred at this temperature for another 5 h. Upon cooling to rt the phases separated. The organic layer was separated, concentrated in vacuo and redissolved in ethyl a...